Dataset: the Open Reaction Database (ORD), a public repository of structured organic reaction records. Task: describe an organic reaction: reactants, conditions, products, and yield Reaction SMILES: [CH2:1]([CH2:2][CH2:3][CH2:4][CH:5]=[CH2:6])[CH:7]1[CH2:8][CH2:9][CH:10]([c:13]2[cH:14][cH:15][c:16]([NH:19][C:20](=[O:21])[O:22][CH2:23][CH2:24][CH3:25])[cH:17][cH:18]2)[CH2:11][CH2:12]1.[CH2:29]([OH:30])[CH2:31][O:32][CH2:33][CH2:34][OH:35].[K+:27].[OH-:26].[OH2:28]>>[CH2:1]([CH2:2][CH2:3][CH2:4][CH:5]=[CH2:6])[CH:7]1[CH2:8][CH2:9][CH:10]([c:13]2[cH:14][cH:15][c:16]([NH2:19])[cH:17][cH:18]2)[CH2:11][CH2:12]1. Yields the product C=CCCCCC1CCC(c2ccc(N)cc2)CC1. The reactants are C=CCCCCC1CCC(c2ccc(NC(=O)OCCC)cc2)CC1, OCCOCCO, [K+], [OH-], O. Reactants: CC#N, ClCc1cn(C(c2ccccc2)(c2ccccc2)c2ccccc2)cn1, [I-], [Na+], CCOP(OCC)OCC. The product is CCOP(=O)(Cc1cn(C(c2ccccc2)(c2ccccc2)c2ccccc2)cn1)OCC. RXN SMILES: [CH3:39][C:40]#[N:41].[Cl:1][CH2:2][c:3]1[n:4][cH:5][n:6]([C:8]([c:9]2[cH:10][cH:11][cH:12][cH:13][cH:14]2)([c:15]2[cH:16][cH:17][cH:18][cH:19][cH:20]2)[c:21]2[cH:22][cH:23][cH:24][cH:25][cH:26]2)[cH:7]1.[I-:38].[Na+:37].[P:27]([O:28][CH2:29][CH3:30])([O:31][CH2:32][CH3:33])[O:34][CH2:35][CH3:36]>>[CH2:2]([c:3]1[n:4][cH:5][n:6]([C:8]([c:9]2[cH:10][cH:11][cH:12][cH:13][cH:14]2)([c:15]2[cH:16][cH:17][cH:18][cH:19][cH:20]2)[c:21]2[cH:22][cH:23][cH:24][cH:25][cH:26]2)[cH:7]1)[P:27]([O:28][CH2:29][CH3:30])([O:31][CH2:32][CH3:33])=[O:34]. Starting materials: [H-].[Na+] (NaH), Cl.FC=1C=C2C(=C(NC2=CC1)C=1C=NC=CC1)C (5-fluoro-3-methyl-2-pyridin-3-yl-1H-indole hydrochloride), C(C)(C)OC(=O)Cl (isopropylchloroformate). The solvent is CN(C)C=O (DMF). Conditions: time 8 hour. The product is C(C)(C)OC(=O)N1C(=C(C2=CC(=CC=C12)F)C)C=1C=NC=CC1 (5-fluoro-3-methyl-2-pyridin-3-yl-indole-1-carboxylic acid isopropyl ester). Reaction SMILES: Cl.[F:2][C:3]1[CH:4]=[C:5]2[C:9](=[CH:10][CH:11]=1)[NH:8][C:7]([C:12]1[CH:13]=[N:14][CH:15]=[CH:16][CH:17]=1)=[C:6]2[CH3:18].[H-].[Na+].[CH:21]([O:24][C:25](Cl)=[O:26])([CH3:23])[CH3:22]>CN(C=O)C>[CH:21]([O:24][C:25]([N:8]1[C:9]2[C:5](=[CH:4][C:3]([F:2])=[CH:11][CH:10]=2)[C:6]([CH3:18])=[C:7]1[C:12]1[CH:13]=[N:14][CH:15]=[CH:16][CH:17]=1)=[O:26])([CH3:23])[CH3:22] |f:0.1,2.3|. Procedure details: 5-Fluoro-3-methyl-2-pyridin-3-yl-indole (Example 3, 0.246 g, 1.044 mmol) is dissolved in DMF (9 mL). NaH (60%, 0.054 g, 1.357 mmol) is added and the mixture is stirred for 1 h, whereupon isopropylchloroformate (1.0M in toluene 2.1 mL, 2.1 mmol) is added. The mixture is stirred overnight, quenched with saturated aqueous sodium bicarbonate and extracted with ethyl acetate. The organic phase is dried over MgSO4 and concentrated in vacuo to give a residue, which is purified by silica gel flash chrom... The reactants are ClC=1C2=C(N=C(N1)C)C(=C(N2COCC[Si](C)(C)C)C)C(=O)OC (methyl 4-chloro-2,6-dimethyl-5-{[2-(trimethylsilyl)ethoxy]methyl}-5H-pyrrolo[3,2-d]pyrimidine-7-carboxylate), C1(CC1)COC1=C(C=C(C(=C1)F)OC)B1OC(C(O1)(C)C)(C)C (2-(2-cyclopropylmethoxy-4-fluoro-5-methoxy-phenyl)-4,4,5,5-tetramethyl-[1,3,2]dioxaborolane). Yields the product C1(CC1)COC1=C(C=C(C(=C1)F)OC)C=1C2=C(N=C(N1)C)C(=C(N2COCC[Si](C)(C)C)C)C(=O)OC (Methyl 4-[2-(cyclopropylmethoxy)-4-fluoro-5-methoxyphenyl]-2,6-dimethyl-5-{[2-(trimethylsilyl)ethoxy]methyl}-5H-pyrrolo[3,2-d]pyrimidine-7-carboxylate). RXN SMILES: Cl[C:2]1[C:3]2[N:11]([CH2:12][O:13][CH2:14][CH2:15][Si:16]([CH3:19])([CH3:18])[CH3:17])[C:10]([CH3:20])=[C:9]([C:21]([O:23][CH3:24])=[O:22])[C:4]=2[N:5]=[C:6]([CH3:8])[N:7]=1.[CH:25]1([CH2:28][O:29][C:30]2[CH:35]=[C:34]([F:36])[C:33]([O:37][CH3:38])=[CH:32][C:31]=2B2OC(C)(C)C(C)(C)O2)[CH2:27][CH2:26]1>>[CH:25]1([CH2:28][O:29][C:30]2[CH:35]=[C:34]([F:36])[C:33]([O:37][CH3:38])=[CH:32][C:31]=2[C:2]2[C:3]3[N:11]([CH2:12][O:13][CH2:14][CH2:15][Si:16]([CH3:19])([CH3:18])[CH3:17])[C:10]([CH3:20])=[C:9]([C:21]([O:23][CH3:24])=[O:22])[C:4]=3[N:5]=[C:6]([CH3:8])[N:7]=2)[CH2:26][CH2:27]1. Reported procedure: Starting from methyl 4-chloro-2,6-dimethyl-5-{[2-(trimethylsilyl)ethoxy]methyl}-5H-pyrrolo[3,2-d]pyrimidine-7-carboxylate (example A.11) and 2-(2-cyclopropylmethoxy-4-fluoro-5-methoxy-phenyl)-4,4,5,5-tetramethyl-[1,3,2]dioxaborolane e (example B.c2) the title compound is obtained as off white solid. The reactants are N1=CNC2=C1C=CC(=C2)C(=O)NN (benzimidazol-5-carbohydrazide), FC1=C(C=CC(=C1)F)CCC(=O)O (3-(2,4-difluorophenyl)propionic acid). Yields the product FC1=C(CCC2=NN=C(O2)C2=CC3=C(NC=N3)C=C2)C=CC(=C1)F (5-(5-(2,4-Difluorophenethyl)-1,3,4-oxadiazol-2-yl)-1H-benzo[d]imidazole). As a reaction SMILES: [N:1]1[C:5]2[CH:6]=[CH:7][C:8]([C:10]([NH:12][NH2:13])=[O:11])=[CH:9][C:4]=2[NH:3][CH:2]=1.[F:14][C:15]1[CH:20]=[C:19]([F:21])[CH:18]=[CH:17][C:16]=1[CH2:22][CH2:23][C:24](O)=O>>[F:14][C:15]1[CH:20]=[C:19]([F:21])[CH:18]=[CH:17][C:16]=1[CH2:22][CH2:23][C:24]1[O:11][C:10]([C:8]2[CH:7]=[CH:6][C:5]3[NH:1][CH:2]=[N:3][C:4]=3[CH:9]=2)=[N:12][N:13]=1. Reported procedure: The compound was synthesized starting from benzimidazol-5-carbohydrazide (176 mg, 1 mmol) and 3-(2,4-difluorophenyl)propionic acid (186 mg, 1 mmol) as described in method 2;